This data is from the Open Reaction Database (ORD), a public repository of structured organic reaction records. The task is: describe an organic reaction: reactants, conditions, products, and yield Starting materials: O=C([O-])[O-], C1CCOC1, COC(=O)c1cscc1NC(=O)COc1ccc(Br)cn1, OB(O)c1ccccc1Cl, [Cs+], [Cs+], O, c1ccc(P(c2ccccc2)(c2ccccc2)[Pd](P(c2ccccc2)(c2ccccc2)c2ccccc2)(P(c2ccccc2)(c2ccccc2)c2ccccc2)P(c2ccccc2)(c2ccccc2)c2ccccc2)cc1. Product: COC(=O)c1cscc1NC(=O)COc1ccc(-c2ccccc2Cl)cn1. RXN SMILES: [C:32](=[O:33])([O-:34])[O-:35].[CH2:39]1[O:40][CH2:41][CH2:42][CH2:43]1.[CH3:1][O:2][C:3](=[O:4])[c:5]1[cH:6][s:7][cH:8][c:9]1[NH:10][C:11]([CH2:12][O:13][c:14]1[n:15][cH:16][c:17]([Br:20])[cH:18][cH:19]1)=[O:21].[Cl:22][c:23]1[c:24]([B:29]([OH:30])[OH:31])[cH:25][cH:26][cH:27][cH:28]1.[Cs+:36].[Cs+:37].[OH2:38].[cH:44]1[cH:45][cH:46][c:47]([P:48]([Pd:49]([P:50]([c:51]2[cH:52][cH:53][cH:54][cH:55][cH:56]2)([c:57]2[cH:58][cH:59][cH:60][cH:61][cH:62]2)[c:63]2[cH:64][cH:65][cH:66][cH:67][cH:68]2)([P:69]([c:70]2[cH:71][cH:72][cH:73][cH:74][cH:75]2)([c:76]2[cH:77][cH:78][cH:79][cH:80][cH:81]2)[c:82]2[cH:83][cH:84][cH:85][cH:86][cH:87]2)[P:88]([c:89]2[cH:90][cH:91][cH:92][cH:93][cH:94]2)([c:95]2[cH:96][cH:97][cH:98][cH:99][cH:100]2)[c:101]2[cH:102][cH:103][cH:104][cH:105][cH:106]2)([c:107]2[cH:108][cH:109][cH:110][cH:111][cH:112]2)[c:113]2[cH:114][cH:115][cH:116][cH:117][cH:118]2)[cH:119][cH:120]1>>[CH3:1][O:2][C:3](=[O:4])[c:5]1[cH:6][s:7][cH:8][c:9]1[NH:10][C:11]([CH2:12][O:13][c:14]1[n:15][cH:16][c:17](-[c:24]2[c:23]([Cl:22])[cH:28][cH:27][cH:26][cH:25]2)[cH:18][cH:19]1)=[O:21]. Starting materials: C(C1=CC=CC=C1)OC[C@@H]1OCCC[C@H]1OCCCCCCCCCCCCCCCC (trans-2-benzyloxymethyl-3-hexadecyloxytetrahydropyran), [H][H] (hydrogen). Reagents/catalysts: [Pd] (palladium on activated carbon). Solvent: CO (methanol). Conditions: time 20 hour. The product is C(CCCCCCCCCCCCCCC)O[C@H]1[C@@H](OCCC1)CO (trans-3-Hexadecyloxy-2-hydroxymethyltetrahydropyran). RXN SMILES: C([O:8][CH2:9][C@H:10]1[C@H:15]([O:16][CH2:17][CH2:18][CH2:19][CH2:20][CH2:21][CH2:22][CH2:23][CH2:24][CH2:25][CH2:26][CH2:27][CH2:28][CH2:29][CH2:30][CH2:31][CH3:32])[CH2:14][CH2:13][CH2:12][O:11]1)C1C=CC=CC=1.[H][H]>[Pd].CO>[CH2:17]([O:16][C@@H:15]1[CH2:14][CH2:13][CH2:12][O:11][C@H:10]1[CH2:9][OH:8])[CH2:18][CH2:19][CH2:20][CH2:21][CH2:22][CH2:23][CH2:24][CH2:25][CH2:26][CH2:27][CH2:28][CH2:29][CH2:30][CH2:31][CH3:32]. Reported procedure: 1.5 g of 10% w/w palladium on activated carbon was added to a solution of 3.757 g of dl-trans-2-benzyloxymethyl-3-hexadecyloxytetrahydropyran (prepared as described in Preparation 43) in 150 ml of methanol, and the whole was mixed with hydrogen by shaking in a Paar's apparatus at room temperature under a pressure of 4 atmospheres (about 4 bars). After 20 hours, the catalyst was removed by filtration, and the solvent was then removed by distillation to give 2.749 g of the title compound as a soli... The reactants are [N+](=O)([O-])C1=C(N)C=CC(=C1)SC(F)(F)F (2-nitro-4-trifluoromethylmercapto-aniline), BrBr (bromine). Reaction SMILES: [N+:1]([C:4]1[CH:10]=[C:9]([S:11][C:12]([F:15])([F:14])[F:13])[CH:8]=[CH:7][C:5]=1[NH2:6])([O-:3])=[O:2].[Br:16]Br>FC(F)(F)C(O)=O.C(Cl)Cl>[Br:16][C:7]1[C:5]([NH2:6])=[C:4]([N+:1]([O-:3])=[O:2])[CH:10]=[C:9]([S:11][C:12]([F:15])([F:13])[F:14])[CH:8]=1. Product: BrC1=CC(=CC(=C1N)[N+](=O)[O-])SC(F)(F)F (6-bromo-2-nitro-4-trifluoromethylmercapto-aniline). The solvent is FC(C(=O)O)(F)F (trifluoroacetic acid), C(Cl)Cl (methylene chloride). Reaction conditions: temperature 40 celsius, time 30 minute. Procedure: 24 g of finely powdered 2-nitro-4-trifluoromethylmercapto-aniline were dissolved in 50 ml of trifluoroacetic acid, and 18 g of bromine were metered in at 20° C. The mixture was then subsequently stirred at 20° C. for 3 hours and at 40° C. for a further 30 minutes and poured onto water, and the product was taken up in methylene chloride. After removal of the solvent, 31 g of 6-bromo-2-nitro-4-trifluoromethylmercapto-aniline were obtained. Starting materials: C(=O)[O-].C(C)[NH+](CC)CC (triethylammonium formate), COC(/C(=C/C1=CC=CC=C1)/CBr)=O ((Z)-2-bromomethyl-3-phenylacrylic acid methyl ester). The solvent is C(C)#N (acetonitrile). Product: COC(\C(=C\C1=CC=CC=C1)\COC=O)=O ((E)-2-Formyloxymethyl-3-phenylacrylic acid methyl ester). As a reaction SMILES: [CH:1]([O-:3])=[O:2].C([NH+](CC)CC)C.[CH3:11][O:12][C:13](=[O:24])/[C:14](/[CH2:22]Br)=[CH:15]/[C:16]1[CH:21]=[CH:20][CH:19]=[CH:18][CH:17]=1>C(#N)C>[CH3:11][O:12][C:13](=[O:24])/[C:14](/[CH2:22][O:3][CH:1]=[O:2])=[CH:15]/[C:16]1[CH:21]=[CH:20][CH:19]=[CH:18][CH:17]=1 |f:0.1|. Procedure details: To a stirred solution of triethylammonium formate (1.87 g) in acetonitrile (4 ml) was added (Z)-2-bromomethyl-3-phenylacrylic acid methyl ester (1.30 g) and the mixture heated at reflux for 2 hours. The reaction was cooled and extracted into diethyl ether (3×10 ml). The combined organics were dried (MgSO4) and concentrated under reduced pressure to afford the title compound as a crude oil. The reactants are ice, [N+](=O)(O)[O-] (nitric acid), C(C)(=O)N.C1(=CC=CC=C1)[C@@H]1CC[C@H](CC1)N (trans 4-phenylcyclohexylamine acetamide), FC(C(=O)O)(F)F (trifluoroacetic acid). Conditions: time 4 hour. Yields the product [N+](=O)([O-])C1=CC=C(C=C1)[C@@H]1CC[C@H](CC1)NC(C)=O (trans N-[4-(p-nitrophenyl)cyclohexyl]acetamide). Yield: 54.0%. RXN SMILES: [C:1]([NH2:4])(=[O:3])[CH3:2].[C:5]1([C@H:11]2[CH2:16][CH2:15][C@H:14](N)[CH2:13][CH2:12]2)[CH:10]=[CH:9][CH:8]=[CH:7][CH:6]=1.FC(F)(F)C(O)=O.[N+:25]([O-:28])(O)=[O:26]>>[N+:25]([C:8]1[CH:7]=[CH:6][C:5]([C@H:11]2[CH2:16][CH2:15][C@H:14]([NH:4][C:1](=[O:3])[CH3:2])[CH2:13][CH2:12]2)=[CH:10][CH:9]=1)([O-:28])=[O:26] |f:0.1|. Reported procedure: To an ice-cooled solution of 4.67 g. of trans 4-phenylcyclohexylamine acetamide (obtained as in Example 80) in 25 ml. of trifluoroacetic acid, 9 ml. of nitric acid is added. Following about 4 hours of standing in the cold, the mixture is poured onto ice. The precipitate is extracted with methylene chloride and the organic layer washed with aqueous sodium bicarbonate solution. The organic solution is evaporated to dryness and the residue chromatographed on a 500 ml. column of Florisil, with eluti...